From a dataset of the Open Reaction Database (ORD), a public repository of structured organic reaction records. describe an organic reaction: reactants, conditions, products, and yield Product: Cl.CN(C)CC1=CC=2CN(CCC2O1)C(C1=C(C=CC=C1)C(C1=CC=CC=C1)=O)=O (N,N-dimethyl-[5-(2-benzoylbenzoyl)-4,5,6,7-tetrahydrofuro[3,2-c]pyridin-2-ylmethyl]amine hydrochloride). Reaction SMILES: [CH3:1][N:2]([CH2:4][C:5]1[O:13][C:12]2[CH2:11][CH2:10][N:9]([C:14](=[O:29])[C:15]3[CH:20]=[CH:19][CH:18]=[CH:17][C:16]=3[C:21](=[O:28])[C:22]3[CH:27]=[CH:26][CH:25]=[CH:24][CH:23]=3)[CH2:8][C:7]=2[CH:6]=1)[CH3:3].[ClH:30]>CO.C(OCC)(=O)C>[ClH:30].[CH3:3][N:2]([CH2:4][C:5]1[O:13][C:12]2[CH2:11][CH2:10][N:9]([C:14](=[O:29])[C:15]3[CH:20]=[CH:19][CH:18]=[CH:17][C:16]=3[C:21](=[O:28])[C:22]3[CH:27]=[CH:26][CH:25]=[CH:24][CH:23]=3)[CH2:8][C:7]=2[CH:6]=1)[CH3:1] |f:4.5|. Starting materials: CN(C)CC1=CC=2CN(CCC2O1)C(C1=C(C=CC=C1)C(C1=CC=CC=C1)=O)=O (N,N-Dimethyl-[5-(2-benzoylbenzoyl)-4,5,6,7-tetrahydrofuro[3,2-c]pyridin-2-ylmethyl]amine), Cl (hydrogen chloride). Procedure: N,N-Dimethyl-[5-(2-benzoylbenzoyl)-4,5,6,7-tetrahydrofuro[3,2-c]pyridin-2-ylmethyl]amine 0.155 g was dissolved in 2 ml of methanol; hydrogen chloride in ethyl acetate was added in excess, followed by stirring. After this mixture was concentrated, diethyl ether was added; the resulting solid was filtered and washed with diethyl ether to yield the desired product. Solvent: CO (methanol), C(C)(=O)OCC (ethyl acetate).